This data is from the Open Reaction Database (ORD), a public repository of structured organic reaction records. The task is: describe an organic reaction: reactants, conditions, products, and yield Reactants: [F-].[K+] (potassium fluoride), COCCOCCOC (diglyme), FC(C(C(C(C(C(C(=O)F)(F)F)(F)F)(F)F)(F)F)(F)F)(C(F)(F)F)F (pentadecafluorooctanoyl fluoride), S(=O)(=O)(OC(C(=C(F)F)F)(F)F)F (Perfluoroallyl fluorosulfate). Solvent: O (water). Reaction conditions: temperature 5 celsius, time 1 hour. The product is FC(=C(C(OC(C(C(C(C(C(C(C(F)(F)F)(F)F)(F)F)(F)F)(F)F)(F)F)(F)F)(F)F)(F)F)F)F (perfluoro-3-(octyloxy)propene). Isolated yield 80.0%. As a reaction SMILES: [F-:1].[K+].COCCOCCOC.[F:12][C:13]([F:36])([C:32]([F:35])([F:34])[F:33])[C:14]([F:31])([F:30])[C:15]([F:29])([F:28])[C:16]([F:27])([F:26])[C:17]([F:25])([F:24])[C:18]([F:23])([F:22])[C:19]([F:21])=[O:20].S(F)(O[C:41]([F:48])([F:47])[C:42]([F:46])=[C:43]([F:45])[F:44])(=O)=O>O>[F:44][C:43]([F:45])=[C:42]([F:46])[C:41]([F:48])([F:47])[O:20][C:19]([F:1])([F:21])[C:18]([F:23])([F:22])[C:17]([F:25])([F:24])[C:16]([F:27])([F:26])[C:15]([F:28])([F:29])[C:14]([F:30])([F:31])[C:13]([F:36])([F:12])[C:32]([F:33])([F:34])[F:35] |f:0.1|. Procedure details: A mixture of potassium fluoride (5.80 g, 0.10 mol), diglyme (150 ml) and pentadecafluorooctanoyl fluoride (prepared by treating commercial perfluorooctanoic acid with sulfur tetrafluoride) (25.0 g, 0.06 mol) was stirred at 5° C. for 1 hour. Perfluoroallyl fluorosulfate (23.0 g, 0.10 mol) was added dropwise and the mixture was stirred at 5° C. for 4 hours, then at 25° C. for an additional 3 hours. The mixture was poured into water (1 l.), separated, and the lower layer was distilled from concentr...